From a dataset of the Open Reaction Database (ORD), a public repository of structured organic reaction records. describe an organic reaction: reactants, conditions, products, and yield Starting materials: CO, ClCCl, CS(=O)(=O)Nc1cc(NC(=O)CN2C(=O)c3ccccc3C2=O)c([N+](=O)[O-])cc1Oc1ccccc1, NN, O. Product: CS(=O)(=O)Nc1cc(NC(=O)CN)c([N+](=O)[O-])cc1Oc1ccccc1. RXN SMILES: [CH3:40][OH:41].[Cl:42][CH2:43][Cl:44].[N+:1](=[O:2])([O-:3])[c:4]1[cH:5][c:6]([O:30][c:31]2[cH:32][cH:33][cH:34][cH:35][cH:36]2)[c:7]([NH:25][S:26](=[O:27])(=[O:28])[CH3:29])[cH:8][c:9]1[NH:10][C:11]([CH2:12][N:13]1[C:14](=[O:15])[c:16]2[cH:17][cH:18][cH:19][cH:20][c:21]2[C:22]1=[O:23])=[O:24].[NH2:38][NH2:39].[OH2:37]>>[N+:1](=[O:2])([O-:3])[c:4]1[cH:5][c:6]([O:30][c:31]2[cH:32][cH:33][cH:34][cH:35][cH:36]2)[c:7]([NH:25][S:26](=[O:27])(=[O:28])[CH3:29])[cH:8][c:9]1[NH:10][C:11]([CH2:12][NH2:13])=[O:24].